This data is from the Open Reaction Database (ORD), a public repository of structured organic reaction records. The task is: describe an organic reaction: reactants, conditions, products, and yield Reactants: CC1(C(NC(C=2C=C3C(=CC12)NC(=N3)C3=CC=NC=C3)=O)=O)C (8,8-Dimethyl-2-(4-pyridyl)-5,6,7,8-tetrahydro-lH-imidazo[4,5-g]isoquinoline-5,7-dione), [BH4-].[Na+] (sodium borohydride), O1CCOCC1 (dioxan), CO (methanol). Solvent: O (water), O (water). Yields the product CC1(C(NC(C=2C=C3C(=CC12)NC(=N3)C3=CC=NC=C3)=O)O)C (8,8-Dimethyl-7-hydroxy-2-(4-pyridyl)-5,6,7,8-tetra-hydro-lH-imidazo[4,5-g]isoquinolin-5-one). RXN SMILES: [CH3:1][C:2]1([CH3:23])[C:11]2[CH:10]=[C:9]3[NH:12][C:13]([C:15]4[CH:20]=[CH:19][N:18]=[CH:17][CH:16]=4)=[N:14][C:8]3=[CH:7][C:6]=2[C:5](=[O:21])[NH:4][C:3]1=[O:22].O1CCOCC1.CO.[BH4-].[Na+]>O>[CH3:1][C:2]1([CH3:23])[C:11]2[CH:10]=[C:9]3[NH:12][C:13]([C:15]4[CH:20]=[CH:19][N:18]=[CH:17][CH:16]=4)=[N:14][C:8]3=[CH:7][C:6]=2[C:5](=[O:21])[NH:4][CH:3]1[OH:22] |f:3.4|. Procedure: 5 g. (17 mmole) of the compound obtained in Example 8 were suspended in 250 ml. dioxan, 250 ml. methanol and 25 ml. water. While cooling with water, sodium borohydride was added thereto in 0.5 g. portions. After each addition, the course of the reaction is monitored chromatographically. When the substance had just gone into solution (conversion 70% of theory), the reaction is discontinued. The product is precipitated by the addition of 1 litre of water and evaporated to give 3.8 g. (76% of theor... The reactants are CON(C)C(=O)c1cn(-c2cccc(-c3c(F)ccnc3F)c2)cn1, c1cscn1. Product: O=C(c1cn(-c2cccc(-c3c(F)ccnc3F)c2)cn1)c1nccs1. As a reaction SMILES: [CH3:1][O:2][N:3]([C:4](=[O:5])[c:6]1[n:7][cH:8][n:9](-[c:11]2[cH:12][c:13](-[c:17]3[c:18]([F:24])[n:19][cH:20][cH:21][c:22]3[F:23])[cH:14][cH:15][cH:16]2)[cH:10]1)[CH3:25].[cH:26]1[cH:27][s:28][cH:29][n:30]1>>[C:4](=[O:5])([c:6]1[n:7][cH:8][n:9](-[c:11]2[cH:12][c:13](-[c:17]3[c:18]([F:24])[n:19][cH:20][cH:21][c:22]3[F:23])[cH:14][cH:15][cH:16]2)[cH:10]1)[c:29]1[s:28][cH:27][cH:26][n:30]1. The reactants are ClC1=CC=C(OC2=CC=C(C=C2)O)C=C1 (4-(4-chlorophenoxy)-phenol), C(C)OC(C(CCCC)Br)=O (α-bromocaproic acid ethyl ester), C([O-])([O-])=O.[K+].[K+] (potassium carbonate), CC(CC)=O (butanone). The product is C(C)OC(C(CC(CC)OC1=CC=C(C=C1)Cl)OC1=CC=CC=C1)=O (4-(4-Chlorophenoxy)-α-phenoxy-caproic acid ethyl ester). As a reaction SMILES: [Cl:1][C:2]1[CH:15]=[CH:14][C:5]([O:6][C:7]2[CH:12]=[CH:11][C:10]([OH:13])=[CH:9][CH:8]=2)=[CH:4][CH:3]=1.C(O[C:19](=[O:26])[CH:20](Br)[CH2:21][CH2:22][CH2:23][CH3:24])C.C(=O)([O-])[O-].[K+].[K+].[CH3:33][C:34](=[O:37])CC>>[CH2:34]([O:37][C:10](=[O:13])[CH:11]([O:26][C:19]1[CH:20]=[CH:21][CH:22]=[CH:23][CH:24]=1)[CH2:12][CH:7]([O:6][C:5]1[CH:4]=[CH:3][C:2]([Cl:1])=[CH:15][CH:14]=1)[CH2:8][CH3:9])[CH3:33] |f:2.3.4|. Procedure details: A solution of 64 g of 4-(4-chlorophenoxy)-phenol and 80 g of α-bromocaproic acid ethyl ester in 100 ml of butanone was refluxed for 10 hours together with 100 g of potassium carbonate. After separation from the inorganic salts by filtration, the filtrate was concentrated to dryness, the ester formed was taken up in methylene chloride, the solution was repeatedly extracted with water and the purified product was isolated by evaporating the organic solvent. It was further purified by distillation ...